From a dataset of the Open Reaction Database (ORD), a public repository of structured organic reaction records. describe an organic reaction: reactants, conditions, products, and yield The product is Fc1cc(-n2ccc3c(OCc4ccccc4)c(F)ccc32)ccc1OCc1ccccc1. Reactants: Fc1cc(-n2ccc3c(OCc4ccccc4)c(F)cc(Br)c32)ccc1OCc1ccccc1, CCCC[SnH](CCCC)CCCC, Cc1ccccc1, CC(C)(C#N)N=NC(C)(C)C#N. As a reaction SMILES: [Br:1][c:2]1[cH:3][c:4]([F:34])[c:5]([O:26][CH2:27][c:28]2[cH:29][cH:30][cH:31][cH:32][cH:33]2)[c:6]2[cH:7][cH:8][n:9](-[c:11]3[cH:12][c:13]([F:25])[c:14]([O:17][CH2:18][c:19]4[cH:20][cH:21][cH:22][cH:23][cH:24]4)[cH:15][cH:16]3)[c:10]12.[CH2:35]([SnH:36]([CH2:37][CH2:38][CH2:39][CH3:40])[CH2:41][CH2:42][CH2:43][CH3:44])[CH2:45][CH2:46][CH3:47].[CH3:60][c:61]1[cH:62][cH:63][cH:64][cH:65][cH:66]1.[N:48]#[C:49][C:50]([N:51]=[N:52][C:53]([C:54]#[N:55])([CH3:56])[CH3:57])([CH3:58])[CH3:59]>>[cH:2]1[cH:3][c:4]([F:34])[c:5]([O:26][CH2:27][c:28]2[cH:29][cH:30][cH:31][cH:32][cH:33]2)[c:6]2[cH:7][cH:8][n:9](-[c:11]3[cH:12][c:13]([F:25])[c:14]([O:17][CH2:18][c:19]4[cH:20][cH:21][cH:22][cH:23][cH:24]4)[cH:15][cH:16]3)[c:10]12. The reactants are ClC=1C=NC=C(C1CC(=O)O)Cl ((3,5-dichloro-pyridin-4-yl)-acetic acid), C(=O)(N1C=NC=C1)N1C=NC=C1 (carbonyldiimidazole), COC=1C=C(C=CC1)C(CN)C(C)C (2-(3-methoxy-phenyl)-3-methyl-butylamine). The solvent is C1CCOC1 (THF). Product: ClC=1C=NC=C(C1CC(=O)NCC(C(C)C)C1=CC(=CC=C1)OC)Cl (2-(3,5-Dichloro-pyridin-4-yl)-N-[2-(3-methoxy-phenyl)-3-methyl-butyl]-acetamide). The yield is 97.9%. As a reaction SMILES: [Cl:1][C:2]1[CH:3]=[N:4][CH:5]=[C:6]([Cl:12])[C:7]=1[CH2:8][C:9]([OH:11])=O.C(N1C=CN=C1)(N1C=CN=C1)=O.[CH3:25][O:26][C:27]1[CH:28]=[C:29]([CH:33]([CH:36]([CH3:38])[CH3:37])[CH2:34][NH2:35])[CH:30]=[CH:31][CH:32]=1>C1COCC1>[Cl:12][C:6]1[CH:5]=[N:4][CH:3]=[C:2]([Cl:1])[C:7]=1[CH2:8][C:9]([NH:35][CH2:34][CH:33]([C:29]1[CH:30]=[CH:31][CH:32]=[C:27]([O:26][CH3:25])[CH:28]=1)[CH:36]([CH3:38])[CH3:37])=[O:11]. Reported procedure: By working in a way similar to that described in example 30 but using (3,5-dichloro-pyridin-4-yl)-acetic acid (4.62 g, 22.4 mmoles), carbonyldiimidazole (4 g, 24.64 mmoles), THF (60 ml) and 2-(3-methoxy-phenyl)-3-methyl-butylamine (4.33 g, 22.4 mmoles), obtained as described in example 37, 8.36 g of the title compound were obtained (yield: 97.9%), m.p.: 94-95° C. Reactants: BrB(Br)Br, COc1ccc(N2CC(CN3CCC(Cc4ccccc4)CC3)OC2=O)cc1, CSC, ClCCCl. Yields the product O=C1OC(CN2CCC(Cc3ccccc3)CC2)CN1c1ccc(O)cc1. RXN SMILES: [B:29]([Br:30])([Br:31])[Br:32].[CH3:1][O:2][c:3]1[cH:4][cH:5][c:6]([N:9]2[C:10](=[O:28])[O:11][CH:12]([CH2:14][N:15]3[CH2:16][CH2:17][CH:18]([CH2:21][c:22]4[cH:23][cH:24][cH:25][cH:26][cH:27]4)[CH2:19][CH2:20]3)[CH2:13]2)[cH:7][cH:8]1.[CH3:33][S:34][CH3:35].[Cl:36][CH2:37][CH2:38][Cl:39]>>[OH:2][c:3]1[cH:4][cH:5][c:6]([N:9]2[C:10](=[O:28])[O:11][CH:12]([CH2:14][N:15]3[CH2:16][CH2:17][CH:18]([CH2:21][c:22]4[cH:23][cH:24][cH:25][cH:26][cH:27]4)[CH2:19][CH2:20]3)[CH2:13]2)[cH:7][cH:8]1. The reactants are CC(C)(C)n1ncc2[nH]ncc2c1=O, O=C([O-])[O-], O=C(c1ccc(Cl)cc1)c1cccc(CBr)c1, [K+], [K+], CN(C)C=O. The product is CC(C)(C)n1ncc2nn(Cc3cccc(C(=O)c4ccc(Cl)cc4)c3)cc2c1=O. As a reaction SMILES: [C:1]([CH3:2])([CH3:3])([CH3:4])[n:5]1[n:6][cH:7][c:8]2[c:9]([c:10]1=[O:11])[cH:12][n:13][nH:14]2.[C:32](=[O:33])([O-:34])[O-:35].[Cl:15][c:16]1[cH:17][cH:18][c:19]([C:20](=[O:21])[c:22]2[cH:23][c:24]([CH2:25][Br:26])[cH:27][cH:28][cH:29]2)[cH:30][cH:31]1.[K+:36].[K+:37].[O:38]=[CH:39][N:40]([CH3:41])[CH3:42]>>[C:1]([CH3:2])([CH3:3])([CH3:4])[n:5]1[n:6][cH:7][c:8]2[c:9]([c:10]1=[O:11])[cH:12][n:13]([CH2:25][c:24]1[cH:23][c:22]([C:20]([c:19]3[cH:18][cH:17][c:16]([Cl:15])[cH:31][cH:30]3)=[O:21])[cH:29][cH:28][cH:27]1)[n:14]2. The reactants are CC(O)c1ccc(Cn2cc([N+](=O)[O-])cn2)o1, N#N, O=[Mn]=O. The product is CC(=O)c1ccc(Cn2cc([N+](=O)[O-])cn2)o1. Reaction SMILES: [N+:3](=[O:4])([O-:5])[c:6]1[cH:7][n:8][n:9]([CH2:11][c:12]2[cH:13][cH:14][c:15]([CH:17]([CH3:18])[OH:19])[o:16]2)[cH:10]1.[N:1]#[N:2].[O:20]=[Mn:21]=[O:22]>>[N+:3](=[O:4])([O-:5])[c:6]1[cH:7][n:8][n:9]([CH2:11][c:12]2[cH:13][cH:14][c:15]([C:17]([CH3:18])=[O:19])[o:16]2)[cH:10]1. Product: CC(C)(C)OC(=O)N(Cc1ccc(F)cc1I)C(=O)OC(C)(C)C. Reaction SMILES: [Br:1][CH2:2][c:3]1[c:4]([I:10])[cH:5][c:6]([F:9])[cH:7][cH:8]1.[C:28](=[O:29])([OH:30])[O-:31].[H-:12].[NH:13]([C:14](=[O:15])[O:16][C:17]([CH3:18])([CH3:19])[CH3:20])[C:21](=[O:22])[O:23][C:24]([CH3:25])([CH3:26])[CH3:27].[Na+:11].[O:32]=[CH:33][N:34]([CH3:35])[CH3:36].[OH2:37]>>[CH2:2]([c:3]1[c:4]([I:10])[cH:5][c:6]([F:9])[cH:7][cH:8]1)[N:13]([C:14](=[O:15])[O:16][C:17]([CH3:18])([CH3:19])[CH3:20])[C:21](=[O:22])[O:23][C:24]([CH3:25])([CH3:26])[CH3:27]. Starting materials: Fc1ccc(CBr)c(I)c1, O=C([O-])O, [H-], CC(C)(C)OC(=O)NC(=O)OC(C)(C)C, [Na+], CN(C)C=O, O. Reaction SMILES: [CH2:22]([C:23]#[CH:24])[NH:25][C:26](=[O:27])[c:28]1[s:29][cH:30][cH:31][c:32]1[NH:33][c:34]1[n:35][c:36]([Cl:41])[n:37][cH:38][c:39]1[Cl:40].[CH3:1][N:2]([CH2:3][CH2:4][CH2:5][O:6][C:7](=[O:8])[N:9]1[CH2:10][CH2:11][CH2:12][O:13][c:14]2[c:15]1[cH:16][cH:17][c:18]([NH2:20])[cH:19]2)[CH3:21]>>[CH3:1][N:2]([CH2:3][CH2:4][CH2:5][O:6][C:7](=[O:8])[N:9]1[CH2:10][CH2:11][CH2:12][O:13][c:14]2[c:15]1[cH:16][cH:17][c:18]([NH:20][c:36]1[n:35][c:34]([NH:33][c:32]3[c:28]([C:26]([NH:25][CH2:22][C:23]#[CH:24])=[O:27])[s:29][cH:30][cH:31]3)[c:39]([Cl:40])[cH:38][n:37]1)[cH:19]2)[CH3:21]. Product: C#CCNC(=O)c1sccc1Nc1nc(Nc2ccc3c(c2)OCCCN3C(=O)OCCCN(C)C)ncc1Cl. Reactants: C#CCNC(=O)c1sccc1Nc1nc(Cl)ncc1Cl, CN(C)CCCOC(=O)N1CCCOc2cc(N)ccc21. The reactants are BrBr (bromine), S(O)(O)(=O)=O (sulfuric acid), C(CC(=O)C)(=O)NC1=CC=CC=C1 (acetoacetanilide), ice water, BrBr (bromine). Run in C(Cl)(Cl)Cl (chloroform), C(Cl)(Cl)Cl (chloroform). The product is BrCC1=CC(NC2=CC=CC=C12)=O (4-bromomethylcarbostyril). Reaction SMILES: [C:1]([NH:7][C:8]1[CH:13]=[CH:12][CH:11]=[CH:10][CH:9]=1)(=[O:6])[CH2:2][C:3]([CH3:5])=O.[Br:14]Br.S(=O)(=O)(O)O>C(Cl)(Cl)Cl>[Br:14][CH2:5][C:3]1[C:13]2[C:8](=[CH:9][CH:10]=[CH:11][CH:12]=2)[NH:7][C:1](=[O:6])[CH:2]=1. Reported procedure: 30 Grams of acetoacetanilide was dissolved in 30 ml of chloroform, then a solution containing 27 g of bromine in 30 ml of chloroform was added dropwise thereto at a room temperature with stirring. After completion of the addition of bromine, the reaction mixture was refluxed for 30 minutes. The reaction mixture was concentrated under a reduced pressure, the residue obtained was added to 70 ml of a concentrated sulfuric acid with stirring. The addition operation was conducted by keeping the insid... Starting materials: diethyl azidodicarboxylate, C1(=CC=CC=C1)C(=NNC([C@@H](NC(=O)OC(C)(C)C)CO)=O)C1=CC=CC=C1 (N-(t-butyloxycarbonyl)-L-serine-2-(diphenylmethylene)hydrazide), C1(=CC=CC=C1)P(C1=CC=CC=C1)C1=CC=CC=C1 (triphenylphosphine). The solvent is O1CCCC1 (tetrahydrofuran), O1CCCC1 (tetrahydrofuran). Reaction conditions: temperature 55 celsius. Product: C1(=CC=CC=C1)C(C1=CC=CC=C1)=NN1C([C@H](C1)NC(OC(C)(C)C)=O)=O (t-Butyl (S)-[1-[(diphenylmethylene)amino]-2-oxo-3-azetidinyl]-carbamate). Yield: 65.7%. RXN SMILES: [C:1]1([C:7]([C:23]2[CH:28]=[CH:27][CH:26]=[CH:25][CH:24]=2)=[N:8][NH:9][C:10](=O)[C@H:11]([CH2:20][OH:21])[NH:12][C:13]([O:15][C:16]([CH3:19])([CH3:18])[CH3:17])=[O:14])[CH:6]=[CH:5][CH:4]=[CH:3][CH:2]=1.C1(P(C2C=CC=CC=2)C2C=CC=CC=2)C=CC=CC=1>O1CCCC1>[C:1]1([C:7](=[N:8][N:9]2[CH2:10][C@H:11]([NH:12][C:13](=[O:14])[O:15][C:16]([CH3:19])([CH3:18])[CH3:17])[C:20]2=[O:21])[C:23]2[CH:28]=[CH:27][CH:26]=[CH:25][CH:24]=2)[CH:6]=[CH:5][CH:4]=[CH:3][CH:2]=1. Reported procedure: A solution of 7.9 ml (0.05 mol) of diethyl azidodicarboxylate in 50 ml of tetrahydrofuran was added to a stirred solution of 9.6 g, (0.05 mol) of N-(t-butyloxycarbonyl)-L-serine-2-(diphenylmethylene)hydrazide and 9.6 g, (0.05 mol) of triphenylphosphine in 250 ml of tetrahydrofuran. The mixture was stirred and heated at 55° C. for 6 hours. The resulting solution was evaporated to dryness in vacuo. The residue was dissolved in 50 ml of ethyl acetate and chilled. The crystalline precipitate was rem...